describe an organic reaction: reactants, conditions, products, and yield From a dataset of the Open Reaction Database (ORD), a public repository of structured organic reaction records. The reactants are ClCCCOC1=CC=C(C=C1)/C=C/C=1SC2=C(N1)C=CC(=C2)OC ((E)-2-[2-(4-chloropropoxyphenyl)ethenyl]-6-methoxybenzothiazole), product, C(CCC)NCCCC (dibutylamine). Yields the product C(CCC)N(CCCC)CCCOC1=CC=C(C=C1)/C=C/C=1SC2=C(N1)C=CC(=C2)OC ((E)-2-[2-(4-Dibutylaminopropoxyphenyl)ethenyl]-6-methoxybenzothiazole). The yield is 52.0%. As a reaction SMILES: [CH2:1]([NH:5][CH2:6][CH2:7][CH2:8][CH3:9])[CH2:2][CH2:3][CH3:4].Cl[CH2:11][CH2:12][CH2:13][O:14][C:15]1[CH:20]=[CH:19][C:18](/[CH:21]=[CH:22]/[C:23]2[S:24][C:25]3[CH:31]=[C:30]([O:32][CH3:33])[CH:29]=[CH:28][C:26]=3[N:27]=2)=[CH:17][CH:16]=1>>[CH2:1]([N:5]([CH2:11][CH2:12][CH2:13][O:14][C:15]1[CH:16]=[CH:17][C:18](/[CH:21]=[CH:22]/[C:23]2[S:24][C:25]3[CH:31]=[C:30]([O:32][CH3:33])[CH:29]=[CH:28][C:26]=3[N:27]=2)=[CH:19][CH:20]=1)[CH2:6][CH2:7][CH2:8][CH3:9])[CH2:2][CH2:3][CH3:4]. Reported procedure: Reaction of this product (2.0 g, 5.6 mmol) with dibutylamine produced 1.3 g (52% yield) of the named compound as the HCl salt, mp 190°-200° C. IR(KBr); 1600 cm-1. MS: 453(MH+). 1H NMR (CDCl3): δ 7.41-6.88 (m, 9H), 4.13 (t, 2H), 3.91 (s, 3H), 3.09 (m, 6H), 2.41-0.88 (m, 16H). Reactants: CC(=O)O, CSc1cc2nccc(Oc3ccc([N+](=O)[O-])cc3F)c2s1, [Fe]. Yields the product CSc1cc2nccc(Oc3ccc(N)cc3F)c2s1. Reaction SMILES: [CH3:23][C:24](=[O:25])[OH:26].[F:1][c:2]1[c:3]([O:4][c:5]2[c:6]3[c:7]([n:8][cH:9][cH:10]2)[cH:11][c:12]([S:14][CH3:15])[s:13]3)[cH:16][cH:17][c:18]([N+:20]([O-:21])=[O:22])[cH:19]1.[Fe:27]>>[F:1][c:2]1[c:3]([O:4][c:5]2[c:6]3[c:7]([n:8][cH:9][cH:10]2)[cH:11][c:12]([S:14][CH3:15])[s:13]3)[cH:16][cH:17][c:18]([NH2:20])[cH:19]1. Yields the product CCOc1cc(CO)ccc1OCc1nc(-c2ccccc2)oc1C. RXN SMILES: [BH4-:1].[CH2:3]([CH3:4])[O:5][c:6]1[cH:7][c:8]([CH:9]=[O:10])[cH:11][cH:12][c:13]1[O:14][CH2:15][c:16]1[n:17][c:18](-[c:22]2[cH:23][cH:24][cH:25][cH:26][cH:27]2)[o:19][c:20]1[CH3:21].[CH3:33][OH:34].[Na+:2].[O:28]1[CH2:29][CH2:30][CH2:31][CH2:32]1.[OH2:35]>>[CH2:3]([CH3:4])[O:5][c:6]1[cH:7][c:8]([CH2:9][OH:10])[cH:11][cH:12][c:13]1[O:14][CH2:15][c:16]1[n:17][c:18](-[c:22]2[cH:23][cH:24][cH:25][cH:26][cH:27]2)[o:19][c:20]1[CH3:21]. Starting materials: [BH4-], CCOc1cc(C=O)ccc1OCc1nc(-c2ccccc2)oc1C, CO, [Na+], C1CCOC1, O. Reactants: C1(=CC=CC=C1)COC(CCCCCCC1NCCC1C(=O)OC(C)(C)C)=O (3-t-butyloxycarbonyl-2-pyrrolidineheptanoic acid phenylmethyl ester), FC(C(=O)O)(F)F (trifluoroacetic acid). Run at time 1 hour. The product is C1(=CC=CC=C1)COC(CCCCCCC1N(CCC1C(=O)O)C(=O)OC(C)(C)C)=O (3-carboxy-1-[(t-butyloxy)carbonyl]-2-pyrrolidineheptanoic acid phenylmethyl ester). As a reaction SMILES: [C:1]1([CH2:7][O:8][C:9](=[O:28])[CH2:10][CH2:11][CH2:12][CH2:13][CH2:14][CH2:15][CH:16]2[CH:20]([C:21]([O:23]C(C)(C)C)=[O:22])[CH2:19][CH2:18][NH:17]2)[CH:6]=[CH:5][CH:4]=[CH:3][CH:2]=1.FC(F)(F)[C:31]([OH:33])=[O:32]>>[C:1]1([CH2:7][O:8][C:9](=[O:28])[CH2:10][CH2:11][CH2:12][CH2:13][CH2:14][CH2:15][CH:16]2[CH:20]([C:21]([OH:23])=[O:22])[CH2:19][CH2:18][N:17]2[C:31]([O:33][C:1]([CH3:7])([CH3:6])[CH3:2])=[O:32])[CH:2]=[CH:3][CH:4]=[CH:5][CH:6]=1. Procedure details: The product of Example 17 is dissolved in trifluoroacetic acid and the solution is stored at room temperature for one hour. The mixture is then concentrated to dryness in vacuo, and the residue is acylated with t-butyloxycarbonyl azide by the procedure described in Example 13 to obtain 3-carboxy-1-[(t-butyloxy)carbonyl]-2-pyrrolidineheptanoic acid phenylmethyl ester. Reactants: BrC1=CC(=C(C=C1)C(=O)N1CCN(CC1)C1=NC=C(C=C1C)C1CC1)C ((4-bromo-2-methylphenyl)[4-(5-cyclopropyl-3-methylpyridin-2-yl)piperazin-1-yl]methanone), C[C@H]1NC(OC1)=O ((R)-4-methyloxazolidin-2-one). The product is C1(CC1)C=1C=C(C(=NC1)N1CCN(CC1)C(=O)C1=C(C=C(C=C1)N1C(OC[C@H]1C)=O)C)C ((R)-3-{4-[4-(5-cyclopropyl-3-methylpyridin-2-yl)piperazine-1-carbonyl]-3-methylphenyl}-4-methyloxazolidin-2-one). The yield is 41.8%. RXN SMILES: Br[C:2]1[CH:7]=[CH:6][C:5]([C:8]([N:10]2[CH2:15][CH2:14][N:13]([C:16]3[C:21]([CH3:22])=[CH:20][C:19]([CH:23]4[CH2:25][CH2:24]4)=[CH:18][N:17]=3)[CH2:12][CH2:11]2)=[O:9])=[C:4]([CH3:26])[CH:3]=1.[CH3:27][C@@H:28]1[CH2:32][O:31][C:30](=[O:33])[NH:29]1>>[CH:23]1([C:19]2[CH:20]=[C:21]([CH3:22])[C:16]([N:13]3[CH2:14][CH2:15][N:10]([C:8]([C:5]4[CH:6]=[CH:7][C:2]([N:29]5[C@H:28]([CH3:27])[CH2:32][O:31][C:30]5=[O:33])=[CH:3][C:4]=4[CH3:26])=[O:9])[CH2:11][CH2:12]3)=[N:17][CH:18]=2)[CH2:25][CH2:24]1. Reported procedure: By reaction and treatment in the same manner as in Example 1 and using (4-bromo-2-methylphenyl)[4-(5-cyclopropyl-3-methylpyridin-2-yl)piperazin-1-yl]methanone (347 mg) described in Preparation Example 130 and (R)-4-methyloxazolidin-2-one (127 mg) described in Preparation Example 25, the title compound (152 mg) was obtained. Reactants: C(C)(=O)NC1=NC(N(C=C1)C1(O)[C@H](OC(C2=CC=CC=C2)=O)[C@@H](OCP(=O)(OC(C)C)OC(C)C)CO1)=O (1-(N4-acetylcytosin-1-yl)-2-O-benzoyl-3-O-(diisopropylphosphonomethyl-)-L-threofuranose), N (ammonia). Run in CO (MeOH). Product: N1(C(=O)N=C(N)C=C1)C1(O)[C@H](O)[C@@H](OCP(=O)(OC(C)C)OC(C)C)CO1 (1-(cytosin-1-yl)-3-O-(diisopropylphosphonomethyl)-L-threofuranose). The yield is 85.7%. Reaction SMILES: C([NH:4][C:5]1[CH:10]=[CH:9][N:8]([C:11]2([O:37][CH2:36][C@H:23]([O:24][CH2:25][P:26]([O:32][CH:33]([CH3:35])[CH3:34])([O:28][CH:29]([CH3:31])[CH3:30])=[O:27])[C@H:13]2[O:14]C(=O)C2C=CC=CC=2)[OH:12])[C:7](=[O:38])[N:6]=1)(=O)C.N>CO>[N:8]1([C:11]2([O:37][CH2:36][C@H:23]([O:24][CH2:25][P:26]([O:28][CH:29]([CH3:31])[CH3:30])([O:32][CH:33]([CH3:34])[CH3:35])=[O:27])[C@H:13]2[OH:14])[OH:12])[CH:9]=[CH:10][C:5]([NH2:4])=[N:6][C:7]1=[O:38]. Procedure details: A solution of 14 (450 mg, 0.84 mmol) in MeOH saturated with ammonia (100 mL) was stirred at room temperature overnight. The mixture was concentrated, and the residue was purified by column chromatography (CH2Cl2:MeOH=20:1) to give compound 18 (281 mg, 0.72 mmol) as a white powder in 86% yield which was characterized as follows: Reactants: O=C([O-])[O-], CCCCCBr, [Cu], [K+], [K+], CN(C)C=O, CCOC(=O)CCc1ccc(O)c(-c2cc(CCC(=O)OCC)ccc2O)c1. Product: CCCCCOc1ccc(CCC(=O)OCC)cc1-c1cc(CCC(=O)OCC)ccc1O. As a reaction SMILES: [C:35](=[O:36])([O-:37])[O-:38].[CH2:29]([CH2:30][CH2:31][CH2:32][CH3:33])[Br:34].[Cu:41].[K+:39].[K+:40].[O:42]=[CH:43][N:44]([CH3:45])[CH3:46].[OH:1][c:2]1[c:3](-[c:15]2[c:16]([OH:28])[cH:17][cH:18][c:19]([CH2:21][CH2:22][C:23](=[O:24])[O:25][CH2:26][CH3:27])[cH:20]2)[cH:4][c:5]([CH2:8][CH2:9][C:10](=[O:11])[O:12][CH2:13][CH3:14])[cH:6][cH:7]1>>[O:1]([c:2]1[c:3](-[c:15]2[c:16]([OH:28])[cH:17][cH:18][c:19]([CH2:21][CH2:22][C:23](=[O:24])[O:25][CH2:26][CH3:27])[cH:20]2)[cH:4][c:5]([CH2:8][CH2:9][C:10](=[O:11])[O:12][CH2:13][CH3:14])[cH:6][cH:7]1)[CH2:29][CH2:30][CH2:31][CH2:32][CH3:33]. Reactants: BrN1C(CCC1=O)=O (N-bromosuccinimide), ClC1=C(C=CC(=C1Cl)Cl)C (2,3,4-Trichlorotoluene), CCCCCC (hexane). The reagents and catalysts are N(=NC(C#N)(CC(C)(C)OC)C)C(C#N)(CC(C)(OC)C)C (2,2′-azobis(2,4-dimethyl-4-methoxyvaleronitrile)). Solvent: C(Cl)(Cl)(Cl)Cl (carbon tetrachloride). The product is ClC1=C(CBr)C=CC(=C1Cl)Cl (2,3,4-trichlorobenzyl-bromide). Yield: 85.5%. RXN SMILES: [Cl:1][C:2]1[C:7]([Cl:8])=[C:6]([Cl:9])[CH:5]=[CH:4][C:3]=1[CH3:10].[Br:11]N1C(=O)CCC1=O.CCCCCC>C(Cl)(Cl)(Cl)Cl.N(C(C)(CC(C)(OC)C)C#N)=NC(C)(CC(OC)(C)C)C#N>[Cl:1][C:2]1[C:7]([Cl:8])=[C:6]([Cl:9])[CH:5]=[CH:4][C:3]=1[CH2:10][Br:11]. Procedure: 2,3,4-Trichlorotoluene (2.00 g) was dissolved in carbon tetrachloride (20 ml), and 2,2′-azobis(2,4-dimethyl-4-methoxyvaleronitrile) (158 mg) and N-bromosuccinimide (2.00 g) were added thereto. The mixture was refluxed under heating for 2 hr, and hexane was added, which was followed by stirring under cooling for 30 min. The mixture was filtrated and an insoluble matter on a filter paper was washed with small amounts of hexane. The filtrates were combined and concentrated under reduced pressure. D... Starting materials: CS(=O)(=O)OCCC(c1ccccc1)c1ccccc1, CCO, Cl, Cl, [I-], C1CNCCNC1, C1CNCCNC1, [Na+]. Product: c1ccc(C(CCN2CCCNCC2)c2ccccc2)cc1. Reaction SMILES: [CH3:19][S:20]([O:21][CH2:24][CH2:25][CH:26]([c:27]1[cH:28][cH:29][cH:30][cH:31][cH:32]1)[c:33]1[cH:34][cH:35][cH:36][cH:37][cH:38]1)(=[O:22])=[O:23].[CH3:39][CH2:40][OH:41].[ClH:8].[ClH:9].[I-:18].[NH:10]1[CH2:11][CH2:12][CH2:13][NH:14][CH2:15][CH2:16]1.[NH:1]1[CH2:2][CH2:3][NH:4][CH2:5][CH2:6][CH2:7]1.[Na+:17]>>[N:1]1([CH2:24][CH2:25][CH:26]([c:27]2[cH:28][cH:29][cH:30][cH:31][cH:32]2)[c:33]2[cH:34][cH:35][cH:36][cH:37][cH:38]2)[CH2:2][CH2:3][NH:4][CH2:5][CH2:6][CH2:7]1. The reactants are O=O (oxygen), C12C(C3CC(CC(C1)C3)C2)=O (2-adamantanone), ON1C(C=2C(C1=O)=CC=CC2)=O (N-hydroxyphthalimide), Mn(AA)2. Run in C(C)(=O)O (acetic acid). The product is OC12CC3C(C(CC(C1)C3)C2)=O (5-hydroxy-2-adamantanone). The yield is 37.0%. Reaction SMILES: [CH:1]12[CH2:10][CH:5]3[CH2:6][CH:7]([CH2:9][CH:3]([CH2:4]3)[C:2]1=[O:11])[CH2:8]2.[OH:12]N1C(=O)C2=CC=CC=C2C1=O.O=O>C(O)(=O)C>[OH:12][C:7]12[CH2:9][CH:3]3[CH2:4][CH:5]([CH2:10][CH:1]([C:2]3=[O:11])[CH2:8]1)[CH2:6]2. Procedure details: A mixture of 0.1 mol of 2-adamantanone, 10 mmol of N-hydroxyphthalimide, 0.33 mmol of acetylacetonatovanadium V(AA)3, 0.17 mmol of acetylacetonatomanganese Mn(AA)2, and 250 ml of acetic acid was stirred at 80° C. in an oxygen atmosphere (1 atm) for 6 hours. The resulting reaction mixture was concentrated and was then extracted with ethyl acetate. A portion of an organic layer was concentrated and was then cooled for crystallization to yield 5-hydroxy-2-adamantanone (yield: 37%). The conversion r...